From a dataset of the Open Reaction Database (ORD), a public repository of structured organic reaction records. describe an organic reaction: reactants, conditions, products, and yield Starting materials: CN1CCN(CC1)CCCOC=1C=C(C(=CC1)N)N (4-(3-(4-methylpiperazin-1-yl)propoxy)benzene-1,2-diamine), O (water), N#CBr (cyanogen bromide). Solvent: C(C)(=O)O (acetic acid). Conditions: time 15 minute. Yields the product C(C)(=O)O.C(C)(=O)O.CN1CCN(CC1)CCCOC1=CC2=C(NC(=N2)N)C=C1 (5-(3-(4-methylpiperazin-1-yl)propoxy)-1H-benzo[d]imidazol-2-amine diacetate). Reaction SMILES: [CH3:1][N:2]1[CH2:7][CH2:6][N:5]([CH2:8][CH2:9][CH2:10][O:11][C:12]2[CH:13]=[C:14]([NH2:19])[C:15]([NH2:18])=[CH:16][CH:17]=2)[CH2:4][CH2:3]1.[OH2:20].[N:21]#[C:22]Br>C(O)(=O)C>[C:12]([OH:20])(=[O:11])[CH3:13].[C:10]([OH:11])(=[O:20])[CH3:9].[CH3:1][N:2]1[CH2:7][CH2:6][N:5]([CH2:8][CH2:9][CH2:10][O:11][C:12]2[CH:17]=[CH:16][C:15]3[NH:18][C:22]([NH2:21])=[N:19][C:14]=3[CH:13]=2)[CH2:4][CH2:3]1 |f:4.5.6|. Procedure details: A 100 mL flasked was charged with 4-(3-(4-methylpiperazin-1-yl)propoxy)benzene-1,2-diamine (1.15 g, 4.35 mmol), water (50 mL) and acetic acid (2 mL) and stirred at room temperature for 15 minutes. The reaction mixture was placed in an ice bath and then charged with cyanogen bromide (0.526 g, 5 mmol). The reaction mixture was allowed to warm to room temperature and stirred over night. The reaction mixture was concentrated under reduced pressure and redissolved in acetone, dried over anhydrous sod... Starting materials: CC(=O)Nc1ccc(Nc2c(N)cc(C(=O)O)cc2S(=O)(=O)Nc2ccccc2NC(C)=O)cc1, CCOCCOCCOCC, O=Cc1ccco1. The product is CC(=O)Nc1ccc(Nc2c(NCc3ccco3)cc(C(=O)O)cc2S(=O)(=O)Nc2ccccc2NC(C)=O)cc1. RXN SMILES: [C:1]([CH3:2])(=[O:3])[NH:4][c:5]1[cH:6][cH:7][c:8]([NH:11][c:12]2[c:13]([NH2:35])[cH:14][c:15]([C:16](=[O:17])[OH:18])[cH:19][c:20]2[S:21]([NH:22][c:23]2[c:24]([NH:29][C:30]([CH3:31])=[O:32])[cH:25][cH:26][cH:27][cH:28]2)(=[O:33])=[O:34])[cH:9][cH:10]1.[CH2:43]([O:44][CH2:45][CH2:46][O:47][CH2:48][CH2:49][O:50][CH2:51][CH3:52])[CH3:53].[CH:36]([c:37]1[cH:38][cH:39][cH:40][o:41]1)=[O:42]>>[C:1]([CH3:2])(=[O:3])[NH:4][c:5]1[cH:6][cH:7][c:8]([NH:11][c:12]2[c:13]([NH:35][CH2:36][c:37]3[cH:38][cH:39][cH:40][o:41]3)[cH:14][c:15]([C:16](=[O:17])[OH:18])[cH:19][c:20]2[S:21]([NH:22][c:23]2[c:24]([NH:29][C:30]([CH3:31])=[O:32])[cH:25][cH:26][cH:27][cH:28]2)(=[O:33])=[O:34])[cH:9][cH:10]1. Isolated yield 60.8%. RXN SMILES: [ClH:1].[CH3:2][NH:3][CH2:4][C:5]#[N:6].[C:7]([Cl:12])(=O)[C:8](Cl)=[O:9]>ClC1C=CC=CC=1Cl>[Cl:12][C:7]1[C:8](=[O:9])[N:3]([CH3:2])[CH:4]=[C:5]([Cl:1])[N:6]=1 |f:0.1|. Starting materials: Cl.CNCC#N (methylamino-acetonitrile hydrochloride), C(C(=O)Cl)(=O)Cl (oxalyl chloride). Solvent: ClC1=C(C=CC=C1)Cl (1,2-dichlorobenzene). The product is ClC=1C(N(C=C(N1)Cl)C)=O (3,5-Dichloro-1-methyl-1H-pyrazin-2-one). Reaction conditions: temperature 80 celsius. Procedure: 3.29 g (30.8 mmoles) of methylamino-acetonitrile hydrochloride is placed in the presence of 19.6 g (154 mmoles) of oxalyl chloride in 30 ml of 1,2-dichlorobenzene. The mixture is heated for 8 hours at 80° C. After concentrating the reaction medium to dryness, the residue obtained is purified by flash chromatography (Petroleum ether-CH2Cl2 gradient 100-0 to 0-100). 3.35 g of intermediate 4c is obtained in beige powder form (yield: 60%). Starting materials: C(C1=CC=CC=C1)N1CCC(CC1)(C(=O)N)NC1=CC=C(C=C1)F (1-benzyl-4-(4-fluoro-phenylamino)-piperidine-4-carboxylic acid amide), C(OCC)(OCC)OCC (triethyl orthoformate), N (ammonia). Run in O (water), C(C)(=O)O (acetic acid). Conditions: time 10 minute. The product is C(C1=CC=CC=C1)N1CCC2(C(N=CN2C2=CC=C(C=C2)F)=O)CC1 (8-Benzyl-1-(4-fluoro-phenyl)-1,3,8-triaza-spiro[4.5]dec-2-en-4-one). As a reaction SMILES: [CH2:1]([N:8]1[CH2:13][CH2:12][C:11]([NH:17][C:18]2[CH:23]=[CH:22][C:21]([F:24])=[CH:20][CH:19]=2)([C:14]([NH2:16])=[O:15])[CH2:10][CH2:9]1)[C:2]1[CH:7]=[CH:6][CH:5]=[CH:4][CH:3]=1.N.[CH:26](OCC)(OCC)OCC>C(O)(=O)C.O>[CH2:1]([N:8]1[CH2:13][CH2:12][C:11]2([N:17]([C:18]3[CH:19]=[CH:20][C:21]([F:24])=[CH:22][CH:23]=3)[CH:26]=[N:16][C:14]2=[O:15])[CH2:10][CH2:9]1)[C:2]1[CH:3]=[CH:4][CH:5]=[CH:6][CH:7]=1. Procedure: A solution of 155 g (473 mmol) 1-benzyl-4-(4-fluoro-phenylamino)-piperidine-4-carboxylic acid amide in 200 ml triethyl orthoformate and 100 ml acetic acid was irradiated by microwaves in a sealed reactor to 150° C. for 10 min. and then to 200° C. for further 10 min. The reaction mixture was diluted with water, made alkaline with conc. ammonia, and extracted with dichloromethane. The combined organic extracts were washed with brine, dried over Na2SO4, filtered and evaporated. The residue was crys...